From a dataset of the Open Reaction Database (ORD), a public repository of structured organic reaction records. describe an organic reaction: reactants, conditions, products, and yield Starting materials: Cl (HCl), COC(=O)C1CSCC1=NO (4-hydroxyimino-tetrahydro-thiophene-3-carboxylic acid methyl ester). Run in CCOCC (ether), CO (methanol). The product is COC(=O)C1=CSC=C1N (4-amino-thiophene-3-carboxylic acid methyl ester). Yield: 111.3%. As a reaction SMILES: Cl.[CH3:2][O:3][C:4]([CH:6]1[C:10](=[N:11]O)[CH2:9][S:8][CH2:7]1)=[O:5]>CCOCC.CO>[CH3:2][O:3][C:4]([C:6]1[C:10]([NH2:11])=[CH:9][S:8][CH:7]=1)=[O:5]. Procedure: HCl (1M solution in ether, 125 mL) was added slowly to a solution of 4-hydroxyimino-tetrahydro-thiophene-3-carboxylic acid methyl ester (34) (18.30 g, 104 mmol) in dry ether (200 mL) and dry methanol (50 mL) stirred at room temperature. The solution was further stirred at room temperature under argon for 24 h. The solids formed were filtered, washed by cold ether, and dried to yield 18.20 g (91%) of 4-amino-thiophene-3-carboxylic acid methyl ester as the hydrochloride salt. MP 198° C.; 1H NMR (4... Procedure: The title compound was prepared according to the method described for Preparation 28 using 5-iodo-7-{[2-(trimethylsilyl)ethoxy]methyl}-7H-pyrrolo[2,3-d]pyrimidine (Preparation 101) and 5-[(diphenylmethylene)amino]-N-methoxy-N-methylnicotinamide (Preparation 23) to afford the title compound as a yellow oil in 32% yield, 460 mg. Reactants: IC1=CN(C=2N=CN=CC21)COCC[Si](C)(C)C (5-iodo-7-{[2-(trimethylsilyl)ethoxy]methyl}-7H-pyrrolo[2,3-d]pyrimidine), C1(=CC=CC=C1)C(C1=CC=CC=C1)=NC=1C=NC=C(C(=O)N(C)OC)C1 (5-[(diphenylmethylene)amino]-N-methoxy-N-methylnicotinamide). Yields the product C1(=CC=CC=C1)C(C1=CC=CC=C1)=NC=1C=C(C=NC1)C(=O)C1=CN(C=2N=CN=CC21)COCC[Si](C)(C)C ({5-[(Diphenylmethylene)amino]pyridin-3-yl}(7-{[2-(trimethylsilyl)ethoxy]methyl}-7H-pyrrolo[2,3-d]pyrimidin-5-yl)methanone). RXN SMILES: I[C:2]1[C:10]2[CH:9]=[N:8][CH:7]=[N:6][C:5]=2[N:4]([CH2:11][O:12][CH2:13][CH2:14][Si:15]([CH3:18])([CH3:17])[CH3:16])[CH:3]=1.[C:19]1([C:25](=[N:32][C:33]2[CH:34]=[N:35][CH:36]=[C:37]([CH:44]=2)[C:38](N(OC)C)=[O:39])[C:26]2[CH:31]=[CH:30][CH:29]=[CH:28][CH:27]=2)[CH:24]=[CH:23][CH:22]=[CH:21][CH:20]=1>>[C:19]1([C:25](=[N:32][C:33]2[CH:44]=[C:37]([C:38]([C:2]3[C:10]4[CH:9]=[N:8][CH:7]=[N:6][C:5]=4[N:4]([CH2:11][O:12][CH2:13][CH2:14][Si:15]([CH3:18])([CH3:17])[CH3:16])[CH:3]=3)=[O:39])[CH:36]=[N:35][CH:34]=2)[C:26]2[CH:31]=[CH:30][CH:29]=[CH:28][CH:27]=2)[CH:24]=[CH:23][CH:22]=[CH:21][CH:20]=1. The reactants are COC=1N=NC(=CC1)S(=O)(=O)C=1OC2=C(C1C)C=C(C=C2)F (3-methoxy-6-(5-fluoro-3-methyl-benzofuran-2-sulfonyl)-pyridazine), Cl (HCl). Solvent: O1CCOCC1 (dioxane). Reaction conditions: temperature 100 celsius. Product: FC=1C=CC2=C(C(=C(O2)S(=O)(=O)C=2C=CC(NN2)=O)C)C1 (6-(5-fluoro-3-methyl-benzofuran-2-sulfonyl)-2H-pyridazin-3-one). Isolated yield 83.8%. As a reaction SMILES: C[O:2][C:3]1[N:4]=[N:5][C:6]([S:9]([C:12]2[O:13][C:14]3[CH:21]=[CH:20][C:19]([F:22])=[CH:18][C:15]=3[C:16]=2[CH3:17])(=[O:11])=[O:10])=[CH:7][CH:8]=1.Cl>O1CCOCC1>[F:22][C:19]1[CH:20]=[CH:21][C:14]2[O:13][C:12]([S:9]([C:6]3[CH:7]=[CH:8][C:3](=[O:2])[NH:4][N:5]=3)(=[O:11])=[O:10])=[C:16]([CH3:17])[C:15]=2[CH:18]=1. Procedure details: A mixture of 3-methoxy-6-(5-fluoro-3-methyl-benzofuran-2-sulfonyl)-pyridazine (2.4 mmol, 775 mg), conc. HCl (1.5 mL), and dioxane (3 mL) was heated at 100° C. for 2 hours. The reaction mixture was cooled and evaporated to dryness. The dried residue was triturated with water (10 mL), and filtered to obtain the desired product, 6-(5-fluoro-3-methyl-benzofuran-2-sulfonyl)-2H-pyridazin-3-one (84%, 620 mg); mp 232° C.-233° C. Starting materials: O=[N+]([O-])c1ccc(Br)cn1, O=C([O-])[O-], CC(=O)[O-], CC(=O)[O-], C1CNC1, Cc1ccccc1, [Cs+], [Cs+], [Pd+2]. Product: O=[N+]([O-])c1ccc(N2CCC2)cn1. Reaction SMILES: [Br:1][c:2]1[cH:3][cH:4][c:5]([N+:8](=[O:9])[O-:10])[n:6][cH:7]1.[C:11](=[O:12])([O-:13])[O-:14].[C:21]([O-:22])(=[O:23])[CH3:24].[C:26]([O-:27])(=[O:28])[CH3:29].[CH2:17]1[CH2:18][NH:19][CH2:20]1.[CH3:30][c:31]1[cH:32][cH:33][cH:34][cH:35][cH:36]1.[Cs+:15].[Cs+:16].[Pd+2:25]>>[c:2]1([N:19]2[CH2:18][CH2:17][CH2:20]2)[cH:3][cH:4][c:5]([N+:8](=[O:9])[O-:10])[n:6][cH:7]1. Reactants: O=C(CBr)OCc1ccccc1, [K+], [K+], O=C([O-])[O-], CN(C)C=O, O, CCOC(=O)c1ccc(O)cc1. Yields the product CCOC(=O)c1ccc(OCC(=O)OCc2ccccc2)cc1. As a reaction SMILES: [Br:13][CH2:14][C:15](=[O:16])[O:17][CH2:18][c:19]1[cH:20][cH:21][cH:22][cH:23][cH:24]1.[K+:25].[K+:26].[O-:27][C:28]([O-:29])=[O:30].[O:31]=[CH:32][N:33]([CH3:34])[CH3:35].[OH2:36].[OH:1][c:2]1[cH:3][cH:4][c:5]([C:6](=[O:7])[O:8][CH2:9][CH3:10])[cH:11][cH:12]1>>[O:1]([c:2]1[cH:3][cH:4][c:5]([C:6](=[O:7])[O:8][CH2:9][CH3:10])[cH:11][cH:12]1)[CH2:14][C:15](=[O:16])[O:17][CH2:18][c:19]1[cH:20][cH:21][cH:22][cH:23][cH:24]1.